From a dataset of the Open Reaction Database (ORD), a public repository of structured organic reaction records. describe an organic reaction: reactants, conditions, products, and yield Reactants: C=C(OCC)c1cnc(OCCOc2ncnc(NS(=O)(=O)c3ccc(C(C)(C)C)cc3)c2Oc2cccc(OC)c2)nc1, O=C([O-])O, CC(C)=O, Cl, [Na+]. The product is COc1cccc(Oc2c(NS(=O)(=O)c3ccc(C(C)(C)C)cc3)ncnc2OCCOc2ncc(C(C)=O)cn2)c1. As a reaction SMILES: [C:1]([CH3:2])([CH3:3])([CH3:4])[c:5]1[cH:6][cH:7][c:8]([S:11](=[O:12])(=[O:13])[NH:14][c:15]2[n:16][cH:17][n:18][c:19]([O:30][CH2:31][CH2:32][O:33][c:34]3[n:35][cH:36][c:37]([C:40](=[CH2:41])[O:42][CH2:43][CH3:44])[cH:38][n:39]3)[c:20]2[O:21][c:22]2[cH:23][c:24]([O:28][CH3:29])[cH:25][cH:26][cH:27]2)[cH:9][cH:10]1.[C:46](=[O:47])([O-:48])[OH:49].[CH3:51][C:52](=[O:53])[CH3:54].[ClH:45].[Na+:50]>>[C:1]([CH3:2])([CH3:3])([CH3:4])[c:5]1[cH:6][cH:7][c:8]([S:11](=[O:12])(=[O:13])[NH:14][c:15]2[n:16][cH:17][n:18][c:19]([O:30][CH2:31][CH2:32][O:33][c:34]3[n:35][cH:36][c:37]([C:40]([CH3:41])=[O:42])[cH:38][n:39]3)[c:20]2[O:21][c:22]2[cH:23][c:24]([O:28][CH3:29])[cH:25][cH:26][cH:27]2)[cH:9][cH:10]1. Yields the product C(C1=CC=CC=C1)OC1=NC(=CC2=CC=CC=C12)NC1=NNC(=C1)C ((1-benzyloxy-isoquinolin-3-yl)-(5-methyl-1H-pyrazol-3-yl)-amine). Procedure: Similar procedure as described in example 10 was used, starting from phenyl-methanol and (1-chloro-isoquinolin-3-yl)-(5-methyl-1H-pyrazol-3-yl)-amine to give (1-benzyloxy-isoquinolin-3-yl)-(5-methyl-1H-pyrazol-3-yl)-amine. LC-MS: m/e 331 (MH+). Starting materials: C1(=CC=CC=C1)CO (phenyl-methanol), ClC1=NC(=CC2=CC=CC=C12)NC1=NNC(=C1)C ((1-chloro-isoquinolin-3-yl)-(5-methyl-1H-pyrazol-3-yl)-amine). RXN SMILES: [C:1]1([CH2:7][OH:8])[CH:6]=[CH:5][CH:4]=[CH:3][CH:2]=1.Cl[C:10]1[C:19]2[C:14](=[CH:15][CH:16]=[CH:17][CH:18]=2)[CH:13]=[C:12]([NH:20][C:21]2[CH:25]=[C:24]([CH3:26])[NH:23][N:22]=2)[N:11]=1>>[CH2:7]([O:8][C:10]1[C:19]2[C:14](=[CH:15][CH:16]=[CH:17][CH:18]=2)[CH:13]=[C:12]([NH:20][C:21]2[CH:25]=[C:24]([CH3:26])[NH:23][N:22]=2)[N:11]=1)[C:1]1[CH:6]=[CH:5][CH:4]=[CH:3][CH:2]=1. Starting materials: CO, O, COc1cc2nc(-c3cn(S(=O)(=O)c4ccccc4)c4ccccc34)cc(C(=O)O)c2cc1OC. The product is COc1cc2nc(-c3c[nH]c4ccccc34)cc(C(=O)O)c2cc1OC. As a reaction SMILES: [CH3:36][OH:37].[OH2:38].[c:1]1([S:2](=[O:3])(=[O:4])[n:10]2[cH:11][c:12](-[c:19]3[n:20][c:21]4[cH:22][c:23]([O:34][CH3:35])[c:24]([O:32][CH3:33])[cH:25][c:26]4[c:27]([C:29](=[O:30])[OH:31])[cH:28]3)[c:13]3[cH:14][cH:15][cH:16][cH:17][c:18]23)[cH:5][cH:6][cH:7][cH:8][cH:9]1>>[nH:10]1[cH:11][c:12](-[c:19]2[n:20][c:21]3[cH:22][c:23]([O:34][CH3:35])[c:24]([O:32][CH3:33])[cH:25][c:26]3[c:27]([C:29](=[O:30])[OH:31])[cH:28]2)[c:13]2[cH:14][cH:15][cH:16][cH:17][c:18]12. Starting materials: ClC1=NC=C(C=C1)CNC(SC)=N[N+](=O)[O-] (1-(2-chloro-5-pyridylmethyl)-2-methyl-3-nitroisothiourea), CNC (dimethylamine). The solvent is C(C)O (ethanol). Conditions: temperature 30 celsius. The product is ClC1=NC=C(C=C1)CNC(N(C)C)=N[N+](=O)[O-] (3-(2-chloro-5-pyridylmethyl)-1,1-dimethyl-2-nitroguanidine). Isolated yield 93.4%. As a reaction SMILES: [Cl:1][C:2]1[CH:7]=[CH:6][C:5]([CH2:8][NH:9][C:10](=[N:13][N+:14]([O-:16])=[O:15])SC)=[CH:4][N:3]=1.[CH3:17][NH:18][CH3:19]>C(O)C>[Cl:1][C:2]1[CH:7]=[CH:6][C:5]([CH2:8][NH:9][C:10](=[N:13][N+:14]([O-:16])=[O:15])[N:18]([CH3:19])[CH3:17])=[CH:4][N:3]=1. Procedure details: 1-(2-chloro-5-pyridylmethyl)-2-methyl-3-nitroisothiourea (1.3 g) was dissolved in ethanol (20 ml) and to the solution was added an aqueous solution (50%) of dimethylamine (0.5 g) at room temperature, followed by one-day stirring at 30° C. The ethanol in the solution was distilled off under reduced pressure and it was purified on a chromatographic column (the eluent was a mixture of methanol and chloroform) so as to obtain the desired 3-(2-chloro-5-pyridylmethyl)-1,1-dimethyl-2-nitroguanidine (1.... Reactants: C(C)(C)(C)C1=CC=C(C(=O)N[C@H](C(=O)O)CC2=CC=C(C=C2)C2=NOC(=N2)C2=CC=C(C=C2)OCCCCCCC)C=C1 ((S)-2-(4-(tert-butyl)benzamido)-3-(4-(5-(4-(heptyloxy)phenyl)-1,2,4-oxadiazol-3-yl)phenyl) propanoic acid), C(C)(C)(C)C1=CC=C(C(=O)N[C@H](C(=O)O)CC2=CC=C(C=C2)C2=NOC(=N2)C2=CC=C(C=C2)OCCCCCCC)C=C1 ((S)-2-(4-(tert-butyl)benzamido)-3-(4-(5-(4-(heptyloxy)phenyl)-1,2,4-oxadiazol-3-yl)phenyl)propanoic acid), C=1C=CC2=C(C1)N=NN2O (HOBt), CCN=C=NCCCN(C)C (EDCI), NCC(=O)OC(C)(C)C (tert-butyl 2-aminoacetate). The solvent is CN(C)C=O (DMF). Conditions: time 2 hour. Product: C(C)(C)(C)C1=CC=C(C(=O)N[C@H](C(=O)NCC(=O)O)CC2=CC=C(C=C2)C2=NOC(=N2)C2=CC=C(C=C2)OCCCCCCC)C=C1 ((S)-2-(2-(4-(tert-butyl)benzamido)-3-(4-(5-(4-(heptyloxy)phenyl)-1,2,4-oxadiazol-3-yl)phenyl)propanamido)acetic acid). Yield: 88.0%. RXN SMILES: [C:1]([C:5]1[CH:43]=[CH:42][C:8]([C:9]([NH:11][C@@H:12]([CH2:16][C:17]2[CH:22]=[CH:21][C:20]([C:23]3[N:27]=[C:26]([C:28]4[CH:33]=[CH:32][C:31]([O:34][CH2:35][CH2:36][CH2:37][CH2:38][CH2:39][CH2:40][CH3:41])=[CH:30][CH:29]=4)[O:25][N:24]=3)=[CH:19][CH:18]=2)[C:13](O)=[O:14])=[O:10])=[CH:7][CH:6]=1)([CH3:4])([CH3:3])[CH3:2].C1C=CC2N(O)N=NC=2C=1.CCN=C=NCCCN(C)C.[NH2:65][CH2:66][C:67]([O:69]C(C)(C)C)=[O:68]>CN(C=O)C>[C:1]([C:5]1[CH:43]=[CH:42][C:8]([C:9]([NH:11][C@@H:12]([CH2:16][C:17]2[CH:22]=[CH:21][C:20]([C:23]3[N:27]=[C:26]([C:28]4[CH:29]=[CH:30][C:31]([O:34][CH2:35][CH2:36][CH2:37][CH2:38][CH2:39][CH2:40][CH3:41])=[CH:32][CH:33]=4)[O:25][N:24]=3)=[CH:19][CH:18]=2)[C:13]([NH:65][CH2:66][C:67]([OH:69])=[O:68])=[O:14])=[O:10])=[CH:7][CH:6]=1)([CH3:4])([CH3:2])[CH3:3]. Reported procedure: Prepared using General Procedures 7 and 8: To a solution of (S)-2-(4-(tert-butyl)benzamido)-3-(4-(5-(4-(heptyloxy)phenyl)-1,2,4-oxadiazol-3-yl)phenyl) propanoic acid, Compound 2 (10.0 mg, 0.017 mmol) in anhydrous DMF (1 mL) was added HOBt (3.52 mg, 0.027 mmol) and EDCI (4.88 mg, 0.027 mmol) at RT. After 2 h, tert-butyl 2-aminoacetate (3.49 mg, 0.027 mmol) was added and the reaction mixture stirred at RT for 2 h. LCMS analysis showed complete conversion to the intermediate. The reaction mixture w... Conditions: time 6 hour. Reactants: solution, B (borane), OC1=C(C(=O)O)C=CC(=C1)I (2-hydroxy-4-iodobenzoic acid), solution, O (water). Reaction SMILES: B.[OH:2][C:3]1[CH:11]=[C:10]([I:12])[CH:9]=[CH:8][C:4]=1[C:5](O)=[O:6].O>C1COCC1>[OH:2][C:3]1[CH:11]=[C:10]([I:12])[CH:9]=[CH:8][C:4]=1[CH2:5][OH:6]. Product: OC1=C(CO)C=CC(=C1)I (2-hydroxy-4-iodobenzyl alcohol). Procedure: A 1M solution of borane in THF was added dropwise at 0° C. to a solution of 2-hydroxy-4-iodobenzoic acid (13.2 g, 0.05 mol) in THF (100 ml). The mixture was stirred for 6 hours at room temperature and 20 ml of a solution of THF and water (1:1) were then added. After concentration on a rotary evaporator under vacuum at 40° C. The residue was extracted with ethyl acetate. The organic phase was washed with water, dried over anhydrous magnesium sulfate and concentrated on a rotary evaporator under v... The solvent is C1CCOC1 (THF), C1CCOC1 (THF), C1CCOC1 (THF).